Dataset: the Open Reaction Database (ORD), a public repository of structured organic reaction records. Task: describe an organic reaction: reactants, conditions, products, and yield Starting materials: NC1=C2C(=NC=C1C(=O)N)N(N=C2)CC (4-amino-1-ethylpyrazolo[3,4-b]pyridin-5-carboxamide), C(OCC)(OCC)OCC (triethyl orthoformate). Conditions: time 24 hour. The product is C(C)N1N=CC2=C1N=CC1=C2NC=NC1=O (7-ethyl-1,7-dihydro-4H-pyrazolo[4',3':5,6]pyrido[4,3-d]pyrimidin-4-one). Reaction SMILES: [NH2:1][C:2]1[C:7]([C:8]([NH2:10])=[O:9])=[CH:6][N:5]=[C:4]2[N:11]([CH2:14][CH3:15])[N:12]=[CH:13][C:3]=12.[CH:16](OCC)(OCC)OCC>>[CH2:14]([N:11]1[C:4]2[N:5]=[CH:6][C:7]3[C:8](=[O:9])[N:10]=[CH:16][NH:1][C:2]=3[C:3]=2[CH:13]=[N:12]1)[CH3:15]. Procedure: 20.5 g. of 4-amino-1-ethylpyrazolo[3,4-b]pyridin-5-carboxamide are refluxed with stirring for 24 hours with 100 ml. of triethyl orthoformate. The excess ester is removed in vacuo and the residue recrystallized from dimethylformamide to obtain 7-ethyl-1,7-dihydro-4H-pyrazolo[4',3':5,6]pyrido[4,3-d]pyrimidin-4-one, yield: 19 g. (88%); m.p. 320°-322°. Procedure: To a solution of {4′-[(2-ethoxyethyl)thio]-2′,6′-dimethylbiphenyl-3-yl}methanol (0.94 g, 2.98 mmol), tert-butyl 3-(2-fluoro-4-{[(2-nitrophenyl)sulfonyl]amino}phenyl)propanoate (1.13 g, 3.13 mmol) and tributylphosphine (1.03 mL, 3.87 mmol) in tetrahydrofuran (25 mL) was added 1,1′-(azodicarbonyl)dipiperidine (1.01 g, 3.87 mmol) under stirring at room temperature, and the mixture was stirred for 3 days. The resulting precipitate was filtered off, and the filtrate was concentrated under reduced pre... Yields the product C(C)OCCSC1=CC(=C(C(=C1)C)C1=CC(=CC=C1)CN(C1=CC(=C(C=C1)CCC(=O)OC(C)(C)C)F)S(=O)(=O)C1=C(C=CC=C1)[N+](=O)[O-])C (tert-butyl 3-(4-{({4′-[(2-ethoxyethyl)thio]-2′,6′-dimethylbiphenyl-3-yl}methyl)[(2-nitrophenyl)sulfonyl]amino}-2-fluorophenyl)propanoate). Reactants: C(C)OCCSC1=CC(=C(C(=C1)C)C1=CC(=CC=C1)CO)C ({4′-[(2-ethoxyethyl)thio]-2′,6′-dimethylbiphenyl-3-yl}methanol), FC1=C(C=CC(=C1)NS(=O)(=O)C1=C(C=CC=C1)[N+](=O)[O-])CCC(=O)OC(C)(C)C (tert-butyl 3-(2-fluoro-4-{[(2-nitrophenyl)sulfonyl]amino}phenyl)propanoate), C(CCC)P(CCCC)CCCC (tributylphosphine), N(=NC(=O)N1CCCCC1)C(=O)N1CCCCC1 (1,1′-(azodicarbonyl)dipiperidine). Yield: 91.0%. Solvent: O1CCCC1 (tetrahydrofuran). RXN SMILES: [CH2:1]([O:3][CH2:4][CH2:5][S:6][C:7]1[CH:12]=[C:11]([CH3:13])[C:10]([C:14]2[CH:19]=[CH:18][CH:17]=[C:16]([CH2:20]O)[CH:15]=2)=[C:9]([CH3:22])[CH:8]=1)[CH3:2].[F:23][C:24]1[CH:29]=[C:28]([NH:30][S:31]([C:34]2[CH:39]=[CH:38][CH:37]=[CH:36][C:35]=2[N+:40]([O-:42])=[O:41])(=[O:33])=[O:32])[CH:27]=[CH:26][C:25]=1[CH2:43][CH2:44][C:45]([O:47][C:48]([CH3:51])([CH3:50])[CH3:49])=[O:46].C(P(CCCC)CCCC)CCC.N(C(N1CCCCC1)=O)=NC(N1CCCCC1)=O>O1CCCC1>[CH2:1]([O:3][CH2:4][CH2:5][S:6][C:7]1[CH:12]=[C:11]([CH3:13])[C:10]([C:14]2[CH:19]=[CH:18][CH:17]=[C:16]([CH2:20][N:30]([S:31]([C:34]3[CH:39]=[CH:38][CH:37]=[CH:36][C:35]=3[N+:40]([O-:42])=[O:41])(=[O:32])=[O:33])[C:28]3[CH:27]=[CH:26][C:25]([CH2:43][CH2:44][C:45]([O:47][C:48]([CH3:51])([CH3:49])[CH3:50])=[O:46])=[C:24]([F:23])[CH:29]=3)[CH:15]=2)=[C:9]([CH3:22])[CH:8]=1)[CH3:2]. The reactants are C(CCCCCCCCC)C1=CC=C(C=C1)C=1C(=CC=CC1)C=1C(=C(C=CC1)C)C1=CC=C(C=C1)OC (4-decyl-3″-methyl-4′″-methoxyquaterphenyl), Intermediate 4, C(C)(=O)O (acetic acid), I (hydroiodic acid). Run in O (water). The product is C(CCCCCCCCC)C1=CC=C(C=C1)C=1C(=CC=CC1)C=1C(=C(C=CC1)C)C1=CC=C(C=C1)O (4-Decyl-3″-methyl-4′″-hydroxyquaterphenyl). As a reaction SMILES: [CH2:1]([C:11]1[CH:16]=[CH:15][C:14]([C:17]2[C:18]([C:23]3[C:24]([C:30]4[CH:35]=[CH:34][C:33]([O:36]C)=[CH:32][CH:31]=4)=[C:25]([CH3:29])[CH:26]=[CH:27][CH:28]=3)=[CH:19][CH:20]=[CH:21][CH:22]=2)=[CH:13][CH:12]=1)[CH2:2][CH2:3][CH2:4][CH2:5][CH2:6][CH2:7][CH2:8][CH2:9][CH3:10].C(O)(=O)C.I>O>[CH2:1]([C:11]1[CH:16]=[CH:15][C:14]([C:17]2[C:18]([C:23]3[C:24]([C:30]4[CH:31]=[CH:32][C:33]([OH:36])=[CH:34][CH:35]=4)=[C:25]([CH3:29])[CH:26]=[CH:27][CH:28]=3)=[CH:19][CH:20]=[CH:21][CH:22]=2)=[CH:13][CH:12]=1)[CH2:2][CH2:3][CH2:4][CH2:5][CH2:6][CH2:7][CH2:8][CH2:9][CH3:10]. Reported procedure: 4-decyl-3″-methyl-4′″-methoxyquaterphenyl of Intermediate 4 was mixed with 100 ml of acetic acid and 5 ml of 59% aqueous hydroiodic acid. The mixture was refluxed for twelve hours, cooled down to room temperature and poured into water. The product was twice extracted with methylene chloride. The combined organic layers were washed by diluted solution of sodium thiosulphate, water and dried over magnesium sulphate. After removing the solvent, the product was recrystallised from toluene-heptane mi... Product: FC1=CC=C(C(=O)C2=NC=CC(=C2O)O)C=C1 (2-(4-Fluoro-benzoyl)-pyridine-3,4-diol). Reaction SMILES: C([O:8][C:9]1[C:10]([C:16]([C:18]2[CH:23]=[CH:22][C:21]([F:24])=[CH:20][CH:19]=2)=[O:17])=[N:11][CH:12]=[CH:13][C:14]=1[OH:15])C1C=CC=CC=1>C(OCC)(=O)C.C(O)C>[F:24][C:21]1[CH:22]=[CH:23][C:18]([C:16]([C:10]2[C:9]([OH:8])=[C:14]([OH:15])[CH:13]=[CH:12][N:11]=2)=[O:17])=[CH:19][CH:20]=1 |f:1.2|. Reported procedure: (3-Benzyloxy-4-hydroxy-pyridin-2-yl)-(4-fluorophenyl)-methanone: From 1.62 g of 3-benzyloxy-2-[hydroxy-(4-fluorophenyl)-methyl]-pyridin-4-ol there is obtained analogously to Example 70a, after chromatography, (3-benzyloxy-4-hydroxy-pyridin-2-yl)-(4-fluorophenyl)-methanone in the form of a greenish resin, Rf value: 0.53 (silica gel 60, ethyl acetate/ethanol 6/1). Starting materials: C(C1=CC=CC=C1)OC=1C(=NC=CC1O)C(=O)C1=CC=C(C=C1)F ((3-benzyloxy-4-hydroxy-pyridin-2-yl)-(4-fluorophenyl)-methanone). Solvent: C(C)(=O)OCC.C(C)O (ethyl acetate ethanol). Reactants: CC(=O)NC(CS)C(=O)O, CC(C)(C)S(=O)NC1(C#N)COC1, CO, N. Product: CC(C)(C)S(=O)NC1(C(=N)N)COC1. Reaction SMILES: [C:14]([NH:17][CH:15]([C:16]([OH:18])=[O:19])[CH2:20][SH:21])(=[O:22])[CH3:23].[C:1](#[N:2])[C:3]1([NH:7][S:8](=[O:9])[C:10]([CH3:11])([CH3:12])[CH3:13])[CH2:4][O:5][CH2:6]1.[CH3:25][OH:26].[NH3:24]>>[C:1]([NH2:2])([C:3]1([NH:7][S:8](=[O:9])[C:10]([CH3:11])([CH3:12])[CH3:13])[CH2:4][O:5][CH2:6]1)=[NH:17].